Task: describe an organic reaction: reactants, conditions, products, and yield. Dataset: the Open Reaction Database (ORD), a public repository of structured organic reaction records The reactants are ClC=1C(=NC=C(C1)Cl)N (3,5-dichloro-2-aminopyridine), [O-]CC.[Na+] (sodium ethoxide), C1=C(C=CC2=CC=CC=C12)O (2-naphthol), resultant mixture, N(=O)OCCC(C)C (isopentyl nitrite), crystals. The solvent is C(C)O (ethanol), C(C)O (ethanol). Run at time 8 hour. Product: ClC=1C(=NC=C(C1)Cl)N=NC1=C(C=CC2=CC=CC=C12)O (1-(3,5-dichloro-2-pyridylazo)-2-naphthol). Reaction SMILES: [Cl:1][C:2]1[C:3]([NH2:9])=[N:4][CH:5]=[C:6]([Cl:8])[CH:7]=1.[O-]CC.[Na+].[N:14](OCCC(C)C)=O.[CH:22]1[C:31]2[C:26](=[CH:27][CH:28]=[CH:29][CH:30]=2)[CH:25]=[CH:24][C:23]=1[OH:32]>C(O)C>[Cl:1][C:2]1[C:3]([N:9]=[N:14][C:22]2[C:31]3[C:26](=[CH:27][CH:28]=[CH:29][CH:30]=3)[CH:25]=[CH:24][C:23]=2[OH:32])=[N:4][CH:5]=[C:6]([Cl:8])[CH:7]=1 |f:1.2|. Reported procedure: A reaction flask was loaded with 3,5-dichloro-2-aminopyridine (40 g), ethanol (300 ml), and sodium ethoxide (14 g), followed by dropwise addition of isopentyl nitrite (28 g) to the flask in 30 minutes with stirring. After the dropwise addition was ended, heating was started and the mixture was stirred at 75 to 80° C. for four hours. The heating was stopped, and the reaction mixture was cooled to room temperature, followed by dropwise addition of 2-naphthol (17 g) dissolved in ethanol (50 ml) to ... The reactants are O (water), FC=1C=C2C3=C(NC2=CC1)CC(CCC3)CC(=O)O (2-fluoro- 5,6,7,8,9,10-hexahydrocyclohept[b]indole-7-acetic acid), Cl.ClCC1=CC=C(C=C1)N1C=NC=C1 (1-[4-(chloro-methyl)phenyl]-1H-imidazole hydrochloride), [H-].[Na+] (NaH). Run in CN(C)C=O (DMF). Conditions: temperature 0 celsius, time 60 minute. The product is FC=1C=C2C3=C(N(C2=CC1)CC1=CC=C(C=C1)N1C=NC=C1)CC(CCC3)CC(=O)O (2-Fluoro-5-[[4-(1H-imidazol-1-yl)phenyl]methyl]-5,6,7,8,9,10-hexahydrocyclohept[b]indole-7-acetic acid). Yield: 59.5%. RXN SMILES: [F:1][C:2]1[CH:3]=[C:4]2[C:8](=[CH:9][CH:10]=1)[NH:7][C:6]1[CH2:11][CH:12]([CH2:16][C:17]([OH:19])=[O:18])[CH2:13][CH2:14][CH2:15][C:5]2=1.[H-].[Na+].Cl.Cl[CH2:24][C:25]1[CH:30]=[CH:29][C:28]([N:31]2[CH:35]=[CH:34][N:33]=[CH:32]2)=[CH:27][CH:26]=1.O>CN(C=O)C>[F:1][C:2]1[CH:3]=[C:4]2[C:8](=[CH:9][CH:10]=1)[N:7]([CH2:24][C:25]1[CH:26]=[CH:27][C:28]([N:31]3[CH:35]=[CH:34][N:33]=[CH:32]3)=[CH:29][CH:30]=1)[C:6]1[CH2:11][CH:12]([CH2:16][C:17]([OH:19])=[O:18])[CH2:13][CH2:14][CH2:15][C:5]2=1 |f:1.2,3.4|. Reported procedure: A solution of 122 mg of 2-fluoro- 5,6,7,8,9,10-hexahydrocyclohept[b]indole-7-acetic acid in 20 ml of dry DMF is cooled at 0° C., and treated with 102 mg of 55% NaH. The reaction mixture is stirred for 60 minutes at 0° C., then 160 mg of 1-[4-(chloro-methyl)phenyl]-1H-imidazole hydrochloride are added portionwise at 0° C. After stirring at room temperature for 16 hours the mixture is poured into water and washed with methylene chloride. The aqueous solution is neutralized with diluited HCl and ex... Reactants: COC=1C=NC(=NC1)C1=CC=C(C=C1)O (5-methoxy-2-(4-hydroxyphenyl)pyrimidine), C(C1=CC=CC=C1)Cl (benzyl chloride), CN(C=O)C (dimethylformamide), C([O-])([O-])=O.[K+].[K+] (potassium carbonate). Solvent: O (water). Run at temperature 80 celsius, time 4 hour. The product is COC=1C=NC(=NC1)C1=CC=C(C=C1)OCC1=CC=CC=C1 (5-methoxy-2-(4-benzyloxyphenyl)pyrimidine). Isolated yield 64.7%. RXN SMILES: [CH3:1][O:2][C:3]1[CH:4]=[N:5][C:6]([C:9]2[CH:14]=[CH:13][C:12]([OH:15])=[CH:11][CH:10]=2)=[N:7][CH:8]=1.[CH2:16](Cl)[C:17]1[CH:22]=[CH:21][CH:20]=[CH:19][CH:18]=1.CN(C)C=O.C(=O)([O-])[O-].[K+].[K+]>O>[CH3:1][O:2][C:3]1[CH:8]=[N:7][C:6]([C:9]2[CH:14]=[CH:13][C:12]([O:15][CH2:16][C:17]3[CH:22]=[CH:21][CH:20]=[CH:19][CH:18]=3)=[CH:11][CH:10]=2)=[N:5][CH:4]=1 |f:3.4.5|. Procedure: A mixture of 9.0 g of 5-methoxy-2-(4-hydroxyphenyl)pyrimidine, 8.45 g of benzyl chloride, 270 ml of dimethylformamide (DMF), and 12.3 g of potassium carbonate was stirred at 80° C. for 4 hours. The reaction mixture was diluted with water and extracted with ethyl acetate. The extract was washed with water and distilled to remove ethyl acetate to obtain 8.42 g (percent yield: 64.2%) of 5-methoxy-2-(4-benzyloxyphenyl)pyrimidine. The reactants are compound B71, O=C1N(C(C2=C(N1)C=C(S2)C2=CC=CC=C2)=O)C2CCN(CC2)C(=O)OC(C)(C)C (tert-butyl 4-(2,4-dioxo-6-phenyl-1,4-dihydrothieno[3,2-d]pyrimidin-3(2H)-yl)piperidine-1-carboxylate), ClCC=1SC=CC1C (2-(chloromethyl)-3-methylthiophene), C([O-])([O-])=O.[K+].[K+] (potassium carbonate). The solvent is CN(C)C=O (DMF). Yields the product CC1=C(SC=C1)CN1C(N(C(C2=C1C=C(S2)C2=CC=CC=C2)=O)C2CCN(CC2)C(=O)OC(C)(C)C)=O (tert-butyl 4-{1-[(3-methylthiophen-2-yl)methyl]-2,4-dioxo-6-phenyl-1,4-dihydrothieno[3,2-d]pyrimidin-3(2H)-yl}piperidine-1-carboxylate). Reaction SMILES: [O:1]=[C:2]1[NH:7][C:6]2[CH:8]=[C:9]([C:11]3[CH:16]=[CH:15][CH:14]=[CH:13][CH:12]=3)[S:10][C:5]=2[C:4](=[O:17])[N:3]1[CH:18]1[CH2:23][CH2:22][N:21]([C:24]([O:26][C:27]([CH3:30])([CH3:29])[CH3:28])=[O:25])[CH2:20][CH2:19]1.Cl[CH2:32][C:33]1[S:34][CH:35]=[CH:36][C:37]=1[CH3:38].C(=O)([O-])[O-].[K+].[K+]>CN(C=O)C>[CH3:38][C:37]1[CH:36]=[CH:35][S:34][C:33]=1[CH2:32][N:7]1[C:6]2[CH:8]=[C:9]([C:11]3[CH:16]=[CH:15][CH:14]=[CH:13][CH:12]=3)[S:10][C:5]=2[C:4](=[O:17])[N:3]([CH:18]2[CH2:23][CH2:22][N:21]([C:24]([O:26][C:27]([CH3:30])([CH3:29])[CH3:28])=[O:25])[CH2:20][CH2:19]2)[C:2]1=[O:1] |f:2.3.4|. Procedure: According to the procedure described for compound B71 tert-butyl 4-(2,4-dioxo-6-phenyl-1,4-dihydrothieno[3,2-d]pyrimidin-3(2H)-yl)piperidine-1-carboxylate (1.09 g, compound B50) is reacted with 2-(chloromethyl)-3-methylthiophene (410 mg, compound D28) in the presence of potassium carbonate (778 mg) in dry DMF (14 ml) for 1 h at 100° C. to afford the title compound as a solid.